From a dataset of the Open Reaction Database (ORD), a public repository of structured organic reaction records. describe an organic reaction: reactants, conditions, products, and yield The reactants are NC=1C(=NC(=CN1)C1=CN(C(CC1)=O)CC1=CC=C(C=C1)OC)C1=CC(=C(C(=O)OC)C=C1)F (Methyl 4-(3-amino-6-(1-(4-methoxybenzyl)-6-oxo-1,4,5,6-tetrahydropyridin-3-yl)pyrazin-2-yl)-2-fluorobenzoate). Reagents/catalysts: [Pd] (Pd—C). Run in CO (MeOH). Run at time 8 hour. Yields the product NC=1C(=NC(=CN1)C1CNC(CC1)=O)C1=CC(=C(C(=O)OC)C=C1)F (Methyl 4-(3-amino-6-(6-oxopiperidin-3-yl)pyrazin-2-yl)-2-fluorobenzoate), reduced amino-pyrazine. As a reaction SMILES: [NH2:1][C:2]1[C:3]([C:24]2[CH:33]=[CH:32][C:27]([C:28]([O:30][CH3:31])=[O:29])=[C:26]([F:34])[CH:25]=2)=[N:4][C:5]([C:8]2[CH2:13][CH2:12][C:11](=[O:14])[N:10](CC3C=CC(OC)=CC=3)[CH:9]=2)=[CH:6][N:7]=1>CO.[Pd]>[NH2:1][C:2]1[C:3]([C:24]2[CH:33]=[CH:32][C:27]([C:28]([O:30][CH3:31])=[O:29])=[C:26]([F:34])[CH:25]=2)=[N:4][C:5]([CH:8]2[CH2:13][CH2:12][C:11](=[O:14])[NH:10][CH2:9]2)=[CH:6][N:7]=1. Procedure: Methyl 4-(3-amino-6-(1-(4-methoxybenzyl)-6-oxo-1,4,5,6-tetrahydropyridin-3-yl)pyrazin-2-yl)-2-fluorobenzoate (361 mg, 0.781 mmol) was dissolved in MeOH (Volume: 7 mL) and then Pd—C (400 mg, 3.76 mmol) was added. The mixture was evacuated and purged with hydrogen thrice and finally, the mixture was agitated under 1 atm of hydrogen overnight. The next morning, desired product along with over-reduced amino-pyrazine was obtained. The mixture was filter over celite and the filtrate concentrated in va...